From a dataset of the Open Reaction Database (ORD), a public repository of structured organic reaction records. describe an organic reaction: reactants, conditions, products, and yield Reactants: BrC=1C=CC(=NC1)C(=O)N(C)[C@H]1[C@@H](CNCC1)C1=CC(=C(C=C1)Cl)Cl (5-bromo-N-[(3R,4R)-3-(3,4-dichlorophenyl)piperidin-4-yl]-N-methylpyridine-2-carboxamide), OCC(=O)N1CCC(CC1)C(=O)O (1-(hydroxyacetyl)piperidine-4-carboxylic acid). Yields the product BrC=1C=CC(=NC1)C(=O)N(C)[C@H]1[C@@H](CN(CC1)C(=O)C1CCN(CC1)C(CO)=O)C1=CC(=C(C=C1)Cl)Cl (5-bromo-N-[(3R,4R)-3-(3,4-dichlorophenyl)-1-{[1-(hydroxyacetyl)piperidin-4-yl]carbonyl}piperidin-4-yl]-N-methylpyridine-2-carboxamide). RXN SMILES: [Br:1][C:2]1[CH:3]=[CH:4][C:5]([C:8]([N:10]([C@@H:12]2[CH2:17][CH2:16][NH:15][CH2:14][C@H:13]2[C:18]2[CH:23]=[CH:22][C:21]([Cl:24])=[C:20]([Cl:25])[CH:19]=2)[CH3:11])=[O:9])=[N:6][CH:7]=1.[OH:26][CH2:27][C:28]([N:30]1[CH2:35][CH2:34][CH:33]([C:36](O)=[O:37])[CH2:32][CH2:31]1)=[O:29]>>[Br:1][C:2]1[CH:3]=[CH:4][C:5]([C:8]([N:10]([C@@H:12]2[CH2:17][CH2:16][N:15]([C:36]([CH:33]3[CH2:34][CH2:35][N:30]([C:28](=[O:29])[CH2:27][OH:26])[CH2:31][CH2:32]3)=[O:37])[CH2:14][C@H:13]2[C:18]2[CH:23]=[CH:22][C:21]([Cl:24])=[C:20]([Cl:25])[CH:19]=2)[CH3:11])=[O:9])=[N:6][CH:7]=1. Reported procedure: Using the compound obtained in step 1 and 1-(hydroxyacetyl)piperidine-4-carboxylic acid, and by the reaction and purification in the same manner as in Example 265, the title compound was obtained.